This data is from the Open Reaction Database (ORD), a public repository of structured organic reaction records. The task is: describe an organic reaction: reactants, conditions, products, and yield Reactants: C1CCOC1, CN1CCN(c2ccc(N)cc2)CC1, C[Si](C)(C)[N-][Si](C)(C)C, NC(=O)c1cc(F)c(Cl)nc1Cl, [Li+]. The product is CN1CCN(c2ccc(Nc3nc(Cl)c(C(N)=O)cc3F)cc2)CC1. Reaction SMILES: [CH2:37]1[O:38][CH2:39][CH2:40][CH2:41]1.[CH3:13][N:14]1[CH2:15][CH2:16][N:17]([c:20]2[cH:21][cH:22][c:23]([NH2:24])[cH:25][cH:26]2)[CH2:18][CH2:19]1.[CH3:27][Si:28]([N-:29][Si:30]([CH3:31])([CH3:32])[CH3:33])([CH3:34])[CH3:35].[Cl:1][c:2]1[c:3]([C:4](=[O:5])[NH2:6])[cH:7][c:8]([F:12])[c:9]([Cl:11])[n:10]1.[Li+:36]>>[Cl:1][c:2]1[c:3]([C:4](=[O:5])[NH2:6])[cH:7][c:8]([F:12])[c:9]([NH:24][c:23]2[cH:22][cH:21][c:20]([N:17]3[CH2:16][CH2:15][N:14]([CH3:13])[CH2:19][CH2:18]3)[cH:26][cH:25]2)[n:10]1.